Dataset: the Open Reaction Database (ORD), a public repository of structured organic reaction records. Task: describe an organic reaction: reactants, conditions, products, and yield The reactants are CN(P(N(C)C)(N(C)C)=O)C (hexamethylphosphoric triamide), CI (methyl iodide), CN1C(=NC(=C1SC1=CC(=CC(=C1)C)C)CC#N)C ([1,2-dimethyl-5-(3,5-dimethylphenylthio)imidazol-4-yl]acetonitrile), ice water, C(CCC)[Li] (n-butyllithium), C(C)(C)NC(C)C (diisopropylamine). Solvent: CCCCCC (hexane), O1CCCC1 (tetrahydrofuran). Run at temperature 0 celsius, time 10 minute. Yields the product CN1C(=NC(=C1SC1=CC(=CC(=C1)C)C)C(C#N)C)C (2-[1,2-dimethyl-5-(3,5-dimethylphenylthio)-1H-imidazol-4-yl]propiononitrile), oil. Yield: 57.0%. Reaction SMILES: [CH:1](NC(C)C)(C)C.C([Li])CCC.[CH3:13][N:14]1[C:18]([S:19][C:20]2[CH:25]=[C:24]([CH3:26])[CH:23]=[C:22]([CH3:27])[CH:21]=2)=[C:17]([CH2:28][C:29]#[N:30])[N:16]=[C:15]1[CH3:31].CN(C)P(=O)(N(C)C)N(C)C.CI>O1CCCC1.CCCCCC>[CH3:13][N:14]1[C:18]([S:19][C:20]2[CH:25]=[C:24]([CH3:26])[CH:23]=[C:22]([CH3:27])[CH:21]=2)=[C:17]([CH:28]([CH3:1])[C:29]#[N:30])[N:16]=[C:15]1[CH3:31]. Reported procedure: In dry tetrahydrofuran (5 ml)was dissolved 49 mg (0.48 mmol)of diisopropylamine, and the solution was cooled to 0° C. To this, 0.3 ml of 1.62 M hexane solution of n-butyllithium was added under a stream of nitrogen, and the mixture was stirred for 10 minutes. The mixture was cooled to -78° C., and 85 mg (0.31 mmol)of [1,2-dimethyl-5-(3,5-dimethylphenylthio)imidazol-4-yl]acetonitrile (42d)was added, and the mixture was stirred for 15 minutes. Then, 86 mg (0.48 mmol)of hexamethylphosphoric triamid... Reagents/catalysts: [Pd] (palladium). The solvent is C(C)O (ethanol). Product: C1(CC1)OC=1C=C(C=CC1OC(F)F)C1=C(C2=C(C=NN(C2=O)COCC[Si](C)(C)C)N1)C(C)C (2-(3-Cyclopropoxy-4-difluoromethoxyphenyl)-3-isopropyl-5-(2-trimethylsilylethoxymethyl)-1,5-dihydropyrrolo-[2,3-d]pyridazin-4-one). RXN SMILES: C(OC[N:10]1[C:14]2[CH:15]=[N:16][N:17]([CH2:20][O:21][CH2:22][CH2:23][Si:24]([CH3:27])([CH3:26])[CH3:25])[C:18](=[O:19])[C:13]=2[C:12]([CH:28]([CH3:30])[CH3:29])=[C:11]1[C:31]1[CH:36]=[CH:35][C:34]([O:37][CH:38]([F:40])[F:39])=[C:33]([O:41][CH:42]2[CH2:44][CH2:43]2)[CH:32]=1)C1C=CC=CC=1.N.[H][H]>[Pd].C(O)C>[CH:42]1([O:41][C:33]2[CH:32]=[C:31]([C:11]3[NH:10][C:14]4[CH:15]=[N:16][N:17]([CH2:20][O:21][CH2:22][CH2:23][Si:24]([CH3:26])([CH3:25])[CH3:27])[C:18](=[O:19])[C:13]=4[C:12]=3[CH:28]([CH3:30])[CH3:29])[CH:36]=[CH:35][C:34]=2[O:37][CH:38]([F:40])[F:39])[CH2:44][CH2:43]1. Isolated yield 60.1%. Procedure details: To 313 mg (0.500 mmol) of 1-benzyloxymethyl-2-(3-cyclopropoxy-4-difluoromethoxyphenyl)-3-isopropyl-5-(2-trimethylsilylethoxymethyl)-1,5-dihydropyrrolo[2,3-d]pyridazin-4-one obtained in Example 7-(a) were added 15 ml of ethanol, 1.6 ml of 28% aqueous ammonia and 39 mg of 5% palladium-active carbon, and the mixture was stirred under 1 atm hydrogen atmosphere at 30° C. for 7 days. After completion of the reaction, the reaction suspension was filtered, and the filtrate was concentrated under reduced... Reactants: C(C1=CC=CC=C1)OCN1C(=C(C2=C1C=NN(C2=O)COCC[Si](C)(C)C)C(C)C)C2=CC(=C(C=C2)OC(F)F)OC2CC2 (1-benzyloxymethyl-2-(3-cyclopropoxy-4-difluoromethoxyphenyl)-3-isopropyl-5-(2-trimethylsilylethoxymethyl)-1,5-dihydropyrrolo[2,3-d]pyridazin-4-one), N (ammonia), [H][H] (hydrogen). Solvent: C1CCOC1 (THF). Starting materials: [H-].[H-].[H-].[H-].[Li+].[Al+3] (LiAlH4), BrC=1C=C2CC(CC2=CC1)C(=O)OCC (Ethyl 5-bromo-2,3-dihydro-1H-indene-2-carboxylate), BrC=1C=C2CCC(C2=CC1)=O (5-Bromo-2,3-dihydro-1H-inden-1-one), compound 148. Reported procedure: A solution of Ethyl 5-bromo-2,3-dihydro-1H-indene-2-carboxylate (prepared from 5-Bromo-2,3-dihydro-1H-inden-1-one, following similar procedure of US2005/0075366, compound 148) in 100 mL of anhydrous THF was added LiAlH4 (4.94 g, 130 mmol) portionwise at 0° C. The mixture was warmed slowly to RT and stirred overnight. The reaction mixture was quenched with water (5 mL) and diluted with EtOAc (200 mL) and then filtered. The filtrate was washed with water (300 mL) and brine (300 mL), dried over Na2... Conditions: time 8 hour. RXN SMILES: [Br:1][C:2]1[CH:3]=[C:4]2[C:8](=[CH:9][CH:10]=1)[CH2:7][CH:6]([C:11](OCC)=[O:12])[CH2:5]2.BrC1C=C2C(=CC=1)C(=O)CC2.[H-].[H-].[H-].[H-].[Li+].[Al+3]>C1COCC1>[Br:1][C:2]1[CH:3]=[C:4]2[C:8](=[CH:9][CH:10]=1)[CH2:7][CH:6]([CH2:11][OH:12])[CH2:5]2 |f:2.3.4.5.6.7|. Product: BrC=1C=C2CC(CC2=CC1)CO ((5-Bromo-2,3-dihydro-1H-inden-2-yl)methanol). Starting materials: ClCCl (Dichloromethane), C(C)N(C)C=1C=2N(C3=CC=CC=C3N1)C=NC2C(=O)OCC (ethyl 4-(N-ethyl-N-methylamino)-imidazo[1,5-a]quinoxaline-3-carboxylate), C1(CC1)C(N)=NO (cyclopropanecarboxamidoxime), [H-].[Na+] (sodium hydride). The solvent is CN(C)C=O (DMF). Reaction conditions: time 1 hour. The product is C1(CC1)C1=NOC(=N1)C=1N=CN2C1C(=NC1=CC=CC=C21)N(C)CC (3-(3-cyclopropyl-1,2,4-oxadiazol-5-yl)-4-(N-ethyl-N-methylamino)-imidazo[1,5-a]quinoxaline). The yield is 43.4%. RXN SMILES: [CH2:1]([N:3]([C:5]1[C:6]2[N:7]([CH:15]=[N:16][C:17]=2[C:18]([O:20]CC)=O)[C:8]2[C:13]([N:14]=1)=[CH:12][CH:11]=[CH:10][CH:9]=2)[CH3:4])[CH3:2].[CH:23]1([C:26](=[N:28]O)[NH2:27])[CH2:25][CH2:24]1.[H-].[Na+].ClCCl>CN(C=O)C>[CH:23]1([C:26]2[N:28]=[C:18]([C:17]3[N:16]=[CH:15][N:7]4[C:8]5[C:13](=[CH:12][CH:11]=[CH:10][CH:9]=5)[N:14]=[C:5]([N:3]([CH2:1][CH3:2])[CH3:4])[C:6]=34)[O:20][N:27]=2)[CH2:25][CH2:24]1 |f:2.3|. Procedure details: A mixture of ethyl 4-(N-ethyl-N-methylamino)-imidazo[1,5-a]quinoxaline-3-carboxylate (1.2 g, 4 mmol), cyclopropanecarboxamidoxime (1.4 g, 14 mmol), crushed 4 Å molecular-sieves (0.5 g), and sodium hydride (0.1 g, 60% in mineral oil) in dry DMF (20 ml) was stirred at ambient temperature for 1 h. Dichloromethane (25 ml) was added and the mixture was filtered through celite. The filtrate was evaporated and the residue was brought to crystallize by the addition of 10 ml of ethyl acetate and cooling ...